This data is from the Open Reaction Database (ORD), a public repository of structured organic reaction records. The task is: describe an organic reaction: reactants, conditions, products, and yield Reactants: CC1=C(OCCBr)C(=CC=C1)C ((2,6-dimethylphenoxyethyl) bromide), C1(=CC=CC=C1)N(C(CC)=O)C1CCNCC1 (4-(N'-phenyl-N'-propionylamino)-piperidine). Yields the product CC1=C(OCCN2CCC(CC2)N(CCC)C2=CC=CC=C2)C(=CC=C1)C (N-(2,6-dimethylphenoxyethyl)-4-(N'-phenyl-N'-propylamino)-piperidine). The yield is 79.7%. Reaction SMILES: [CH3:1][C:2]1[CH:11]=[CH:10][CH:9]=[C:8]([CH3:12])[C:3]=1[O:4][CH2:5][CH2:6]Br.[C:13]1([N:19]([CH:24]2[CH2:29][CH2:28][NH:27][CH2:26][CH2:25]2)[C:20](=O)[CH2:21][CH3:22])[CH:18]=[CH:17][CH:16]=[CH:15][CH:14]=1>>[CH3:1][C:2]1[CH:11]=[CH:10][CH:9]=[C:8]([CH3:12])[C:3]=1[O:4][CH2:5][CH2:6][N:27]1[CH2:28][CH2:29][CH:24]([N:19]([C:13]2[CH:14]=[CH:15][CH:16]=[CH:17][CH:18]=2)[CH2:20][CH2:21][CH3:22])[CH2:25][CH2:26]1. Procedure: Using the procedure described in Example I and starting from 12.7 g (2,6-dimethylphenoxyethyl) bromide and 12.8 g 4-(N'-phenyl-N'-propionylamino)-piperidine, 16.1 g of the title product are obtained melting at 82° after recrystallization from hexane. Mixing the compound with 4-(N'-phenyl-N'-propionylamino)-piperidine depresses the melting point. Yields the product ClC=1N=C(C2=C(N1)OC[C@H](O2)C)N2CCOCC2 ((R)-2-Chloro-6-methyl-4-morpholin-4-yl-6,7-dihydro-[1,4]dioxino[2,3-d]pyrimidine). Procedure details: To a solution of (R)-2-(2,4-dichloro-6-morpholin-4-yl-pyrimidin-5-yloxy)-propionic acid ethyl ester (175 mg, 0.50 mmol) in THF (5 mL) at −78° C. was added DIBAL-H (2.0 mL, 2.0 mmol, 1M solution in THF) and the resulting mixture warmed to 0° C. over 30 minutes. The reaction mixture was quenched with Rochelle's salt (1M aqueous solution) and the aqueous extracted with ethyl acetate. The combined organic extracts were dried (Na2SO4) and concentrated in vacuo. The resulting residue was taken up into... Starting materials: C(C)OC([C@@H](C)OC=1C(=NC(=NC1N1CCOCC1)Cl)Cl)=O ((R)-2-(2,4-dichloro-6-morpholin-4-yl-pyrimidin-5-yloxy)-propionic acid ethyl ester), CC(C)C[AlH]CC(C)C (DIBAL-H), [H-].[Na+] (sodium hydride). Solvent: C1CCOC1 (THF). RXN SMILES: C([O:3][C:4](=O)[C@H:5]([O:7][C:8]1[C:9](Cl)=[N:10][C:11]([Cl:20])=[N:12][C:13]=1[N:14]1[CH2:19][CH2:18][O:17][CH2:16][CH2:15]1)[CH3:6])C.CC(C[AlH]CC(C)C)C.[H-].[Na+]>C1COCC1>[Cl:20][C:11]1[N:12]=[C:13]([N:14]2[CH2:19][CH2:18][O:17][CH2:16][CH2:15]2)[C:8]2[O:7][C@H:5]([CH3:6])[CH2:4][O:3][C:9]=2[N:10]=1 |f:2.3|. Run at temperature 0 celsius, time 18 hour. Reactants: CCOC(=O)/C=C/CP(=O)(OCC)OCC (triethyl 4-phosphonocrotonate), [OH-].[K+] (potassium hydroxide). Solvent: O (water), O (water). Run at time 3 hour. The product is C(C)OP(=O)(OCC)C/C=C/C(=O)O (4-diethylphosphonocrotonic acid). Yield: 89.8%. RXN SMILES: CC[O:3][C:4](/[CH:6]=[CH:7]/[CH2:8][P:9]([O:14][CH2:15][CH3:16])([O:11][CH2:12][CH3:13])=[O:10])=[O:5].[OH-].[K+]>O>[CH2:15]([O:14][P:9]([CH2:8]/[CH:7]=[CH:6]/[C:4]([OH:5])=[O:3])([O:11][CH2:12][CH3:13])=[O:10])[CH3:16] |f:1.2|. Procedure: To a solution of triethyl 4-phosphonocrotonate (5.53 g) in water (36 mL) was added a solution of potassium hydroxide (1.69 g) in water (36 mL) at room temperature, and the reaction solution was stirred for 3 hours. The resulting reaction solution was washed with dichloromethane, and the water layer was acidified to pH2 with concentrated hydrochloric acid and extracted with dichloromethane (550 mL). The combined organic layer was dried over anhydrous magnesium sulfate and concentrated to dryness ... Yields the product Cc1cc(-c2ccc(Cl)cc2)c(Br)c2nn(Cc3ccc(C(F)(F)F)nc3)c(=O)n12. Reaction SMILES: [Br:1][c:2]1[c:3]2[n:4]([c:5](=[O:6])[nH:7][n:8]2)[c:9]([CH3:10])[cH:11][c:12]1-[c:13]1[cH:14][cH:15][c:16]([Cl:17])[cH:18][cH:19]1.[Br:32][c:33]1[c:34]2[n:35]([c:36]([CH3:46])[cH:37][c:38]1-[c:39]1[cH:40][cH:41][c:42]([Cl:45])[cH:43][cH:44]1)[c:47](=[O:62])[n:48]([CH2:50][c:51]1[c:52]([CH3:61])[n:53][c:54]([C:57]([F:58])([F:59])[F:60])[cH:55][cH:56]1)[n:49]2.[Cl:20][CH2:21][c:22]1[cH:23][cH:24][c:25]([C:26]([F:27])([F:28])[F:29])[n:30][cH:31]1>>[Br:32][c:33]1[c:34]2[n:35]([c:36]([CH3:46])[cH:37][c:38]1-[c:39]1[cH:40][cH:41][c:42]([Cl:45])[cH:43][cH:44]1)[c:47](=[O:62])[n:48]([CH2:50][c:51]1[cH:52][n:53][c:54]([C:57]([F:58])([F:59])[F:60])[cH:55][cH:56]1)[n:49]2. Reactants: Cc1cc(-c2ccc(Cl)cc2)c(Br)c2n[nH]c(=O)n12, Cc1nc(C(F)(F)F)ccc1Cn1nc2c(Br)c(-c3ccc(Cl)cc3)cc(C)n2c1=O, FC(F)(F)c1ccc(CCl)cn1. The reactants are Nc1cccc(Br)c1, Nc1cccc(Br)c1, CSc1cc2cncnc2c2[nH]cnc12, CN1CCCC1=O, Cl. Yields the product Cl, Brc1cccc(Nc2cc3cncnc3c3[nH]cnc23)c1. RXN SMILES: [Br:16][c:17]1[cH:18][c:19]([NH2:20])[cH:21][cH:22][cH:23]1.[Br:25][c:26]1[cH:27][c:28]([NH2:32])[cH:29][cH:30][cH:31]1.[CH3:1][S:2][c:3]1[cH:4][c:5]2[cH:6][n:7][cH:8][n:9][c:10]2[c:11]2[c:12]1[n:13][cH:14][nH:15]2.[CH3:33][N:34]1[CH2:35][CH2:36][CH2:37][C:38]1=[O:39].[ClH:24]>>[ClH:24].[c:3]1([NH:20][c:19]2[cH:18][c:17]([Br:16])[cH:23][cH:22][cH:21]2)[cH:4][c:5]2[cH:6][n:7][cH:8][n:9][c:10]2[c:11]2[c:12]1[n:13][cH:14][nH:15]2. Starting materials: C(C1=CC=CC=C1)(=O)Cl (Benzoyl chloride), C([C@@H](C)O)O ((R)-(−)-1,2-propanediol), N1=C(C=C(C=C1C)C)C (2,4,6-collidine). The solvent is ClCCl (dichloromethane). Reaction conditions: temperature -78 celsius, time 1 hour. The product is C(C1=CC=CC=C1)(=O)OC[C@@H](C)O ((2R)-2-Hydroxypropyl benzoate). Isolated yield 62.6%. RXN SMILES: [C:1](Cl)(=[O:8])[C:2]1[CH:7]=[CH:6][CH:5]=[CH:4][CH:3]=1.[CH2:10]([OH:14])[C@H:11]([OH:13])[CH3:12].N1C(C)=CC(C)=CC=1C>ClCCl>[C:1]([O:14][CH2:10][C@H:11]([OH:13])[CH3:12])(=[O:8])[C:2]1[CH:7]=[CH:6][CH:5]=[CH:4][CH:3]=1. Reported procedure: Benzoyl chloride (10.98 mL, 94.62 mmol) was added dropwise to a solution of (R)-(−)-1,2-propanediol (6.00 g, 78.85 mmol) and 2,4,6-collidine (7.22 mL, 54.67 mmol) in 100 mL of anhydrous dichloromethane at −78° C. The reaction was stirred at −78° C. for three hours and at room temperature for 1 hr, before quenching with water (10 mL) for 15 minutes. The quenched mixture was washed with 0.5N HCl (4×50 mL) until the dark color diminished, and then with saturated NaHCO3 solution (4×50 mL) and brine.... The reactants are CC1=C2N(C3=CC=CC=C13)C(C(CC2)CC=2N=CNC2C)=O (8,9-dihydro-10-methyl-7-[(5-methyl-1H-imidazol-4-yl)methyl]pyrido[1,2-a]indol-6(7H)-one), Cl (hydrogen chloride). Run in CO (methanol), C(C)O (ethanol), C(C)O (ethanol). Conditions: time 8 hour. The product is Cl.CC1=C2N(C3=CC=CC=C13)C(C(CC2)CC=2N=CNC2C)=O (8,9-dihydro-10-methyl-7-[(5-methyl-1H-imidazol-4-yl)methyl]pyrido[1,2-a]indol-6(7H)-one hydrochloride). RXN SMILES: [CH3:1][C:2]1[C:10]2[C:5](=[CH:6][CH:7]=[CH:8][CH:9]=2)[N:4]2[C:11](=[O:22])[CH:12]([CH2:15][C:16]3[N:17]=[CH:18][NH:19][C:20]=3[CH3:21])[CH2:13][CH2:14][C:3]=12.[ClH:23]>CO.C(O)C>[ClH:23].[CH3:1][C:2]1[C:10]2[C:5](=[CH:6][CH:7]=[CH:8][CH:9]=2)[N:4]2[C:11](=[O:22])[CH:12]([CH2:15][C:16]3[N:17]=[CH:18][NH:19][C:20]=3[CH3:21])[CH2:13][CH2:14][C:3]=12 |f:4.5|. Procedure details: The suspension of 8,9-dihydro-10-methyl-7-[(5-methyl-1H-imidazol-4-yl)methyl]pyrido[1,2-a]indol-6(7H)-one (2.0 g) in methanol (60 ml) was treated with hydrogen chloride in ethanol and then diluted with hot aqueous ethanol (water:ethanol, 1:4) to give a clear solution. After filtration of the insoluble materials, the filtrate was evaporated under reduced pressure to about 40 ml and allowed to stand at room temperature overnight. Filtration, followed by washing with ethanol, gave 8,9-dihydro-10-me... Reactants: OC(CN)C=1N=CSC1 (2-hydroxy-2-(thiazol-4-yl)ethylamine), C(=O)(OC)COC1=CC=C(C=C1)CC(C)=O (1-(4-carbomethoxymethoxyphenyl)propan-2-one). Yields the product C(=O)(OC)COC1=CC=C(C=C1)CC(C)NCC(C=1N=CSC1)O (N-[2-(4-Carbomethoxymethoxyphenyl)-1-methylethyl]-2-hydroxy-2-(thiazol-4-yl)ethanamine). Reaction SMILES: [OH:1][CH:2]([C:5]1[N:6]=[CH:7][S:8][CH:9]=1)[CH2:3][NH2:4].[C:10]([CH2:14][O:15][C:16]1[CH:21]=[CH:20][C:19]([CH2:22][C:23](=O)[CH3:24])=[CH:18][CH:17]=1)([O:12][CH3:13])=[O:11]>>[C:10]([CH2:14][O:15][C:16]1[CH:17]=[CH:18][C:19]([CH2:22][CH:23]([NH:4][CH2:3][CH:2]([OH:1])[C:5]2[N:6]=[CH:7][S:8][CH:9]=2)[CH3:24])=[CH:20][CH:21]=1)([O:12][CH3:13])=[O:11]. Procedure: Prepared analogously to Example 13 by reaction of 2-hydroxy-2-(thiazol-4-yl)ethylamine with 1-(4-carbomethoxymethoxyphenyl)propan-2-one followed by purification of the base on a silica gel column using ethyl acetate/methanol=8:2 as eluant.